describe an organic reaction: reactants, conditions, products, and yield From a dataset of the Open Reaction Database (ORD), a public repository of structured organic reaction records. The reactants are NC1=C(C=CC(=O)O)C=C(C=C1)N1CCN(CC1)C(C1=CC(=C(C=C1)OC)OC)=O (2-Amino-5-[4-(3,4-dimethoxybenzoyl)-1-piperazinyl]cinnamic acid), C(C)O (ethanol), [H][H] (hydrogen). Reagents/catalysts: [C].[Pd] (palladium-carbon). Solvent: O (water). The product is NC1=C(C=C(C=C1)N1CCN(CC1)C(C1=CC(=C(C=C1)OC)OC)=O)CCC(=O)O (3-{2-amino- 5-[4-(3,4-dimethoxybenzoyl)-1-piperazinyl]phenyl}-propionic acid). Yield: 29.9%. Reaction SMILES: [NH2:1][C:2]1[CH:12]=[CH:11][C:10]([N:13]2[CH2:18][CH2:17][N:16]([C:19](=[O:30])[C:20]3[CH:25]=[CH:24][C:23]([O:26][CH3:27])=[C:22]([O:28][CH3:29])[CH:21]=3)[CH2:15][CH2:14]2)=[CH:9][C:3]=1[CH:4]=[CH:5][C:6]([OH:8])=[O:7].C(O)C.[H][H]>[C].[Pd].O>[NH2:1][C:2]1[CH:12]=[CH:11][C:10]([N:13]2[CH2:14][CH2:15][N:16]([C:19](=[O:30])[C:20]3[CH:25]=[CH:24][C:23]([O:26][CH3:27])=[C:22]([O:28][CH3:29])[CH:21]=3)[CH2:17][CH2:18]2)=[CH:9][C:3]=1[CH2:4][CH2:5][C:6]([OH:8])=[O:7] |f:3.4|. Procedure: 2-Amino-5-[4-(3,4-dimethoxybenzoyl)-1-piperazinyl]cinnamic acid (5 g) was dissolved in a mixed solvent consisting of ethanol and water. After adding 5% palladium-carbon (0.5 g), the mixture was reduced at atmospheric pressure of hydrogen gas. After absorption of theoretical amount of hydrogen gas, the catalyst was removed by filtration and the ethanol-water phase was concentrated to dryness. The residue was dissolved in chloroform and separated through silica gel column chromatography to give 1.... Reactants: IC1=C(C(=O)OC)C=CC=C1 (methyl 2-iodobenzoate), CC(C#C)NC(OC(C)(C)C)=O (tert-butyl but-3-yn-2-ylcarbamate), CC(C#C)NC(OC(C)(C)C)=O (tert-butyl but-3-yn-2-ylcarbamate). The reagents and catalysts are C=1C=CC(=CC1)[P](C=2C=CC=CC2)(C=3C=CC=CC3)[Pd]([P](C=4C=CC=CC4)(C=5C=CC=CC5)C=6C=CC=CC6)([P](C=7C=CC=CC7)(C=8C=CC=CC8)C=9C=CC=CC9)[P](C=1C=CC=CC1)(C=1C=CC=CC1)C=1C=CC=CC1 (Pd(Ph3P)4), [Cu]I (CuI). Run in CN(C)C=O (DMF), CCN(CC)CC (Et3N), CN(C)C=O (DMF). Conditions: temperature 60 celsius. Product: C(C)(C)(C)OC(=O)NC(C#CC1=C(C(=O)OC)C=CC=C1)C (Methyl 2-(3-(tert-butoxycarbonylamino)but-1-ynyl)benzoate). The yield is 51.2%. RXN SMILES: I[C:2]1[CH:11]=[CH:10][CH:9]=[CH:8][C:3]=1[C:4]([O:6][CH3:7])=[O:5].[CH3:12][CH:13]([NH:16][C:17](=[O:23])[O:18][C:19]([CH3:22])([CH3:21])[CH3:20])[C:14]#[CH:15]>CN(C=O)C.CCN(CC)CC.C1C=CC([P]([Pd]([P](C2C=CC=CC=2)(C2C=CC=CC=2)C2C=CC=CC=2)([P](C2C=CC=CC=2)(C2C=CC=CC=2)C2C=CC=CC=2)[P](C2C=CC=CC=2)(C2C=CC=CC=2)C2C=CC=CC=2)(C2C=CC=CC=2)C2C=CC=CC=2)=CC=1.[Cu]I>[C:19]([O:18][C:17]([NH:16][CH:13]([CH3:12])[C:14]#[C:15][C:2]1[CH:11]=[CH:10][CH:9]=[CH:8][C:3]=1[C:4]([O:6][CH3:7])=[O:5])=[O:23])([CH3:22])([CH3:21])[CH3:20] |^1:39,41,60,79|. Procedure details: Pd(Ph3P)4 (683 mg, 0.591 mmol), CuI (938 mg, 49.2 mmol), methyl 2-iodobenzoate (25.8 g, 98.49 mmol), tert-butyl but-3-yn-2-ylcarbamate (intermediate 3.2, 25 g, 147.75 mmol) in DMF (30 ml) and Et3N (27 ml) were mixed in DMF (125 ml) and the mixture was heated to 60° C. under nitrogen atmosphere for 12 hrs. The mixture was quenched with water and the product extracted with EtOAc. The collected organic phases were dried over Na2SO4, filtered and concentrated under reduced pressure. The residual was... The reactants are Cc1cnc(N2CCN(C(=O)OC(C)(C)C)CC2)c(Cl)c1, Cc1ccccc1, OB(O)C1CC1, [K+], [K+], [K+], O, O=P([O-])([O-])[O-]. Product: Cc1cnc(N2CCN(C(=O)OC(C)(C)C)CC2)c(C2CC2)c1. RXN SMILES: [C:1]([CH3:2])([CH3:3])([CH3:4])[O:5][C:6](=[O:7])[N:8]1[CH2:9][CH2:10][N:11]([c:14]2[n:15][cH:16][c:17]([CH3:21])[cH:18][c:19]2[Cl:20])[CH2:12][CH2:13]1.[CH3:36][c:37]1[cH:38][cH:39][cH:40][cH:41][cH:42]1.[CH:30]1([B:33]([OH:34])[OH:35])[CH2:31][CH2:32]1.[K+:27].[K+:28].[K+:29].[OH2:43].[P:22]([O-:23])([O-:24])([O-:25])=[O:26]>>[C:1]([CH3:2])([CH3:3])([CH3:4])[O:5][C:6](=[O:7])[N:8]1[CH2:9][CH2:10][N:11]([c:14]2[n:15][cH:16][c:17]([CH3:21])[cH:18][c:19]2[CH:30]2[CH2:31][CH2:32]2)[CH2:12][CH2:13]1. Reactants: [Al] (aluminium), C1(=CC=CC=C1)C (toluene), C[Al](C)C (trimethylaluminium), C(C(C)C)[Al](CC(C)C)CC(C)C (triisobutylaluminium), C1(=CC=CC=C1)C (toluene), C1(=CC=CC=C1)C (toluene), A1, O (H2O). Run at temperature 50 celsius, time 2 hour. Product: CC1O[Al](CCC1)CC(C)C (methylisobutylalumoxane). Reaction SMILES: C[Al](C)C.C([Al:9]([CH2:14][CH:15]([CH3:17])C)[CH2:10][CH:11]([CH3:13])[CH3:12])C(C)C.[Al].[OH2:19].[C:20]1([CH3:26])C=CC=CC=1>>[CH3:26][CH:20]1[CH2:17][CH2:15][CH2:14][Al:9]([CH2:10][CH:11]([CH3:12])[CH3:13])[O:19]1. Procedure: To a 1000 ml flask thoroughly purged with nitrogen, equipped with a stirrer and a reflux condenser, 100 ml of toluene which had been dehydrated and deoxygenated was introduced. Subsequently, 0.72 g (10 mmol) of trimethylaluminium and 1.96 g (10 mmol) of triisobutylaluminium were diluted in 50 ml of toluene in one of two dropping funnels, and toluene containing saturated water was introduced to the other funnel. The mixed aluminium solution and the toluene containing saturated water were fed to t... Starting materials: [BH3-]C#N, COC(=O)C(CCSC)NC(=O)c1ccc(N)cc1-c1ccccc1, CC(=O)O, CO, [Na+], O=Cc1cccnc1. Product: COC(=O)C(CCSC)NC(=O)c1ccc(NCc2cccnc2)cc1-c1ccccc1. Reaction SMILES: [C:34]([BH3-:35])#[N:36].[CH3:1][O:2][C:3]([CH:4]([NH:5][C:6]([c:7]1[c:8](-[c:14]2[cH:15][cH:16][cH:17][cH:18][cH:19]2)[cH:9][c:10]([NH2:13])[cH:11][cH:12]1)=[O:20])[CH2:21][CH2:22][S:23][CH3:24])=[O:25].[CH3:38][C:39](=[O:40])[OH:41].[CH3:42][OH:43].[Na+:37].[n:26]1[cH:27][c:28]([CH:32]=[O:33])[cH:29][cH:30][cH:31]1>>[CH3:1][O:2][C:3]([CH:4]([NH:5][C:6]([c:7]1[c:8](-[c:14]2[cH:15][cH:16][cH:17][cH:18][cH:19]2)[cH:9][c:10]([NH:13][CH2:32][c:28]2[cH:27][n:26][cH:31][cH:30][cH:29]2)[cH:11][cH:12]1)=[O:20])[CH2:21][CH2:22][S:23][CH3:24])=[O:25]. RXN SMILES: [CH3:1][CH:2]([OH:16])[CH2:3][CH2:4][CH2:5][CH2:6][CH2:7][CH2:8][CH2:9][CH2:10][CH2:11][CH2:12][CH2:13][CH2:14][CH3:15].[CH3:17][S:18](Cl)(=[O:20])=[O:19].C(N(C(C)C)CC)(C)C>>[CH3:17][S:18]([O:16][CH:2]([CH2:3][CH2:4][CH2:5][CH2:6][CH2:7][CH2:8][CH2:9][CH2:10][CH2:11][CH2:12][CH2:13][CH2:14][CH3:15])[CH3:1])(=[O:20])=[O:19]. Procedure details: The 2-methanesulfonyloxypentadecane was prepared from 2-pentadecanol (25 g, 109 mmol), methanesulfonylchloride (11.8 ml, 152 mmol) and diisopropylethylamine (22.8 ml, 131 mmol) as previously described in 95% yield. Reactants: CC(CCCCCCCCCCCCC)O (2-pentadecanol), CS(=O)(=O)Cl (methanesulfonylchloride), C(C)(C)N(CC)C(C)C (diisopropylethylamine). Isolated yield 95.0%. The product is CS(=O)(=O)OC(C)CCCCCCCCCCCCC (2-methanesulfonyloxypentadecane).